From a dataset of the Open Reaction Database (ORD), a public repository of structured organic reaction records. describe an organic reaction: reactants, conditions, products, and yield The reactants are Clc1ccccc1-c1nsnc1CBr, CN(C)C=O, N#C[Na], O. The product is N#CCc1nsnc1-c1ccccc1Cl. As a reaction SMILES: [Br:1][CH2:2][c:3]1[n:4][s:5][n:6][c:7]1-[c:8]1[c:9]([Cl:14])[cH:10][cH:11][cH:12][cH:13]1.[CH3:19][N:20]([CH3:21])[CH:22]=[O:23].[Na:15][C:16]#[N:17].[OH2:18]>>[CH2:2]([c:3]1[n:4][s:5][n:6][c:7]1-[c:8]1[c:9]([Cl:14])[cH:10][cH:11][cH:12][cH:13]1)[C:16]#[N:17]. Starting materials: COc1cc(C=O)cc(C(C)O[Si](C(C)C)(C(C)C)C(C)C)c1OC, Cc1nc(-c2ccc(N)cc2)no1, C[Si](C)(C)C#N, ClCCl. Product: COc1cc(C(C#N)Nc2ccc(-c3noc(C)n3)cc2)cc(C(C)O[Si](C(C)C)(C(C)C)C(C)C)c1OC. Reaction SMILES: [CH3:14][O:15][c:16]1[cH:17][c:18]([CH:19]=[O:20])[cH:21][c:22]([CH:26]([CH3:27])[O:28][Si:29]([CH:30]([CH3:31])[CH3:32])([CH:33]([CH3:34])[CH3:35])[CH:36]([CH3:37])[CH3:38])[c:23]1[O:24][CH3:25].[CH3:1][c:2]1[n:3][c:4](-[c:7]2[cH:8][cH:9][c:10]([NH2:13])[cH:11][cH:12]2)[n:5][o:6]1.[CH3:39][Si:40]([CH3:41])([CH3:42])[C:43]#[N:44].[Cl:45][CH2:46][Cl:47]>>[CH3:1][c:2]1[n:3][c:4](-[c:7]2[cH:8][cH:9][c:10]([NH:13][CH:19]([c:18]3[cH:17][c:16]([O:15][CH3:14])[c:23]([O:24][CH3:25])[c:22]([CH:26]([CH3:27])[O:28][Si:29]([CH:30]([CH3:31])[CH3:32])([CH:33]([CH3:34])[CH3:35])[CH:36]([CH3:37])[CH3:38])[cH:21]3)[C:43]#[N:44])[cH:11][cH:12]2)[n:5][o:6]1.